From a dataset of the Open Reaction Database (ORD), a public repository of structured organic reaction records. describe an organic reaction: reactants, conditions, products, and yield Starting materials: SC(C(=O)NCC(=O)O)C (alpha-mercaptopropionyl glycine), C1(=CC=CC=C1)C(O)(C1=CC=CC=C1)C1=CC=CC=C1 (triphenylcarbinol). The solvent is FC(C(=O)O)(F)F (trifluoroacetic acid). Run at time 15 minute. Product: C(C1=CC=CC=C1)(C1=CC=CC=C1)(C1=CC=CC=C1)SC(C(=O)NCC(=O)O)C (S-trityl-alpha-mercaptopropionylglycine). RXN SMILES: [SH:1][CH:2]([CH3:10])[C:3]([NH:5][CH2:6][C:7]([OH:9])=[O:8])=[O:4].[C:11]1([C:17]([C:25]2[CH:30]=[CH:29][CH:28]=[CH:27][CH:26]=2)([C:19]2[CH:24]=[CH:23][CH:22]=[CH:21][CH:20]=2)O)[CH:16]=[CH:15][CH:14]=[CH:13][CH:12]=1>FC(F)(F)C(O)=O>[C:17]([S:1][CH:2]([CH3:10])[C:3]([NH:5][CH2:6][C:7]([OH:9])=[O:8])=[O:4])([C:11]1[CH:16]=[CH:15][CH:14]=[CH:13][CH:12]=1)([C:25]1[CH:26]=[CH:27][CH:28]=[CH:29][CH:30]=1)[C:19]1[CH:20]=[CH:21][CH:22]=[CH:23][CH:24]=1. Procedure: To a solution of alpha-mercaptopropionyl glycine (50 g; 0.307 moles) in 300 ml of trifluoroacetic acid, were added 79.9 g (0.307 moles) of triphenylcarbinol. The thus obtained solution was kept under stirring at room temperature for 15 minutes. The excess of trifluoroacetic acid was removed by evaporation and the residue taken up with ether. Filtration yielded a white solid, which was then washed with ether and dried in vacuo to constant weight. Procedure: A solution of ethyl 4-acetoxy-6-morpholino-2-naphthoate (12.0 g, 34.9 mmol) and sodium hydroxide (8.4 g, 210 mmol) in water (200 cm3) and ethanol (40 cm3) was maintained at 80-90° C. for 3 hours. The cooled solution was poured into water (750 cm3) and cautiously neutralised with HCl (2M). The resulting suspension was extracted with EtOAc.(5×100 cm3). The combined extracts were dried (Na2SO4) and evaporated to give a brown solid. This solid was dissolved in methanol (200 cm3) containing c. H2SO4 ... Yield: 51.3%. The product is OC1=CC(=CC2=CC=C(C=C12)N1CCOCC1)C(=O)OC (methyl 4-hydroxy-6-morpholino-2-naphthoate). The solvent is O (water), CO (methanol), O (water), C(=O)(O)[O-].[Na+] (NaHCO3), O (water), C(C)O (ethanol). Starting materials: OS(=O)(=O)O (H2SO4), Cl (HCl), C(C)(=O)OC1=CC(=CC2=CC=C(C=C12)N1CCOCC1)C(=O)OCC (ethyl 4-acetoxy-6-morpholino-2-naphthoate), [OH-].[Na+] (sodium hydroxide). As a reaction SMILES: C([O:4][C:5]1[C:14]2[C:9](=[CH:10][CH:11]=[C:12]([N:15]3[CH2:20][CH2:19][O:18][CH2:17][CH2:16]3)[CH:13]=2)[CH:8]=[C:7]([C:21]([O:23][CH2:24]C)=[O:22])[CH:6]=1)(=O)C.[OH-].[Na+].Cl.OS(O)(=O)=O>O.C(O)C.CO.C([O-])(O)=O.[Na+]>[OH:4][C:5]1[C:14]2[C:9](=[CH:10][CH:11]=[C:12]([N:15]3[CH2:20][CH2:19][O:18][CH2:17][CH2:16]3)[CH:13]=2)[CH:8]=[C:7]([C:21]([O:23][CH3:24])=[O:22])[CH:6]=1 |f:1.2,8.9|. Reactants: COC(C(C(C1=C(C=CC=C1)F)Cl)=O)=O (3-chloro-3-(2-fluoro-phenyl)-2-oxo-propionic acid methyl ester), NC(=S)N (thiourea). The product is COC(=O)C=1N=C(SC1C1=C(C=CC=C1)F)N (2-Amino-5-(2-fluoro-phenyl)-thiazole-4-carboxylic Acid Methyl Ester). RXN SMILES: [CH3:1][O:2][C:3](=[O:15])[C:4](=O)[CH:5](Cl)[C:6]1[CH:11]=[CH:10][CH:9]=[CH:8][C:7]=1[F:12].[NH2:16][C:17]([NH2:19])=[S:18]>>[CH3:1][O:2][C:3]([C:4]1[N:16]=[C:17]([NH2:19])[S:18][C:5]=1[C:6]1[CH:11]=[CH:10][CH:9]=[CH:8][C:7]=1[F:12])=[O:15]. Procedure: prepared by reaction of 3-chloro-3-(2-fluoro-phenyl)-2-oxo-propionic acid methyl ester with thiourea. LC-MS: tR=0.76 min; [M+H]+=253.2.